This data is from the Open Reaction Database (ORD), a public repository of structured organic reaction records. The task is: describe an organic reaction: reactants, conditions, products, and yield Reactants: ClC1=CC=C(C=2[C@@H]3[C@@H](NC(C12)=O)CN(C3)C(=O)OC(C)(C)C)CC ((3aR,9bS)-tert-butyl 6-chloro-9-ethyl-5-oxo-3,3a,4,5-tetrahydro-1H-pyrrolo[3,4-c]isoquinoline-2(9bH)-carboxylate), ClC1=CC=C(C=2[C@H]3[C@H](NC(C12)=O)CN(C3)C(=O)OC(C)(C)C)CC ((±)-trans-tert-Butyl 6-chloro-9-ethyl-5-oxo-3,3a,4,5-tetrahydro-1H-pyrrolo[3,4-c]isoquinoline-2(9bH)-carboxylate). The product is Cl.ClC1=CC=C(C=2[C@@H]3[C@@H](NC(C12)=O)CNC3)CC ((3aR,9bS)-6-Chloro-9-ethyl-2,3,3a,4-tetrahydro-1H-pyrrolo[3,4-c]isoquinolin-5(9bH)-one hydrochloride). RXN SMILES: [Cl:1]C1C2C(=O)N[C@H]3CN(C(OC(C)(C)C)=O)C[C@@H]3C=2C(CC)=CC=1.[Cl:25][C:26]1[C:35]2[C:34](=[O:36])[NH:33][C@@H:32]3[CH2:37][N:38](C(OC(C)(C)C)=O)[CH2:39][C@H:31]3[C:30]=2[C:29]([CH2:47][CH3:48])=[CH:28][CH:27]=1>>[ClH:1].[Cl:25][C:26]1[C:35]2[C:34](=[O:36])[NH:33][C@H:32]3[CH2:37][NH:38][CH2:39][C@@H:31]3[C:30]=2[C:29]([CH2:47][CH3:48])=[CH:28][CH:27]=1 |f:2.3|. Reported procedure: Following the procedure described in Example 45, Part I, (3aR,9bS)-tert-butyl 6-chloro-9-ethyl-5-oxo-3,3a,4,5-tetrahydro-1H-pyrrolo[3,4-c]isoquinoline-2(9bH)-carboxylate, the first eluting compound from Part B above, was converted into the title compound of Example 56 as a white solid. 1H NMR (DMSO-D6): δ 9.77 (broad s, 1H), 9.61 (broad s, 1H), 8.84 (s, 1H), 7.32 (d, 1H, J=8.2 Hz), 7.27 (d, 1H, J=8.2 Hz), 3.93-3.86 (m, 1H), 3.60-3.53 (m, 1H), 3.33-3.20 (m, 3H), 3.04-2.96 (m, 1H), 2.47 (q, 2H, J=... The reactants are CNC(=O)c1c(-c2ccc(F)cc2)oc2ccc(-c3cccc(C#N)c3)cc12, [Cl-], [Cl-], CC(C)(N)CO, [Zn+2]. The product is CNC(=O)c1c(-c2ccc(F)cc2)oc2ccc(-c3cccc(C4=NC(C)(C)CO4)c3)cc12. RXN SMILES: [C:1](#[N:2])[c:3]1[cH:4][c:5](-[c:9]2[cH:10][cH:11][c:12]3[c:13]([c:14]([C:24](=[O:25])[NH:26][CH3:27])[c:15](-[c:17]4[cH:18][cH:19][c:20]([F:23])[cH:21][cH:22]4)[o:16]3)[cH:28]2)[cH:6][cH:7][cH:8]1.[Cl-:35].[Cl-:37].[NH2:29][C:30]([CH2:31][OH:32])([CH3:33])[CH3:34].[Zn+2:36]>>[C:1]1([c:3]2[cH:4][c:5](-[c:9]3[cH:10][cH:11][c:12]4[c:13]([c:14]([C:24](=[O:25])[NH:26][CH3:27])[c:15](-[c:17]5[cH:18][cH:19][c:20]([F:23])[cH:21][cH:22]5)[o:16]4)[cH:28]3)[cH:6][cH:7][cH:8]2)=[N:2][C:30]([CH3:33])([CH3:34])[CH2:31][O:32]1. The reactants are ClC1=C(C(=CC(=C1)C(F)(F)F)Cl)N1C=NC(=C1N)SC(F)(F)F (1-(2,6-dichloro-4-trifluoromethylphenyl)-5-amino-4-trifluoromethylsulfenylimidazole), BrBr (bromine). Solvent: C(Cl)(Cl)Cl (chloroform). Reaction conditions: time 2 hour. Product: ClC1=C(C(=CC(=C1)C(F)(F)F)Cl)N1C(=NC(=C1N)SC(F)(F)F)Br (1-(2,6-dichloro-4-trifluoromethylphenyl)-5-amino-2-bromo-4-trifluoromethylsulfenylimidazole). Yield: 12.4%. RXN SMILES: [Cl:1][C:2]1[CH:7]=[C:6]([C:8]([F:11])([F:10])[F:9])[CH:5]=[C:4]([Cl:12])[C:3]=1[N:13]1[C:17]([NH2:18])=[C:16]([S:19][C:20]([F:23])([F:22])[F:21])[N:15]=[CH:14]1.[Br:24]Br>C(Cl)(Cl)Cl>[Cl:1][C:2]1[CH:7]=[C:6]([C:8]([F:11])([F:10])[F:9])[CH:5]=[C:4]([Cl:12])[C:3]=1[N:13]1[C:17]([NH2:18])=[C:16]([S:19][C:20]([F:23])([F:22])[F:21])[N:15]=[C:14]1[Br:24]. Procedure: To a solution of 1.35 g (3.40 mmole) of 1-(2,6-dichloro-4-trifluoromethylphenyl)-5-amino-4-trifluoromethylsulfenylimidazole in 20 ml of chloroform was added 0.5 ml (9.76 mmole) of bromine. The resulting mixture was stirred at RT under a nitrogen atmosphere for 2 hr. The mixture was then evaporated to remove the excess of bromine and the residue was partioned between water and methylene chloride. The organic layer was dried over anhydrous sodium sulfate and solvent was removed. The residue was pu... Reactants: FC=1C(=C2NC(C(NC2=CC1F)=O)=O)[N+](=O)[O-] (6,7difluoro-5-nitro-1,4-dihydroquinoxaline-2,3-dione), [O-]CC.[Na+] (sodium ethoxide), Cl (HCl). Run in O (water). Product: FC1=C(C(=C2NC(C(NC2=C1)=O)=O)[N+](=O)[O-])OCC (7-Fluoro-6-ethoxy-5-nitro-1,4dihydroquinoxaline-2,3-dione). Yield: 91.0%. RXN SMILES: F[C:2]1[C:3]([N+:15]([O-:17])=[O:16])=[C:4]2[C:9](=[CH:10][C:11]=1[F:12])[NH:8][C:7](=[O:13])[C:6](=[O:14])[NH:5]2.[O-:18][CH2:19][CH3:20].[Na+].Cl>O>[F:12][C:11]1[CH:10]=[C:9]2[C:4]([NH:5][C:6](=[O:14])[C:7](=[O:13])[NH:8]2)=[C:3]([N+:15]([O-:17])=[O:16])[C:2]=1[O:18][CH2:19][CH3:20] |f:1.2|. Procedure details: A solution of 24 mg (0.098 mmol) of 6,7difluoro-5-nitro-1,4-dihydroquinoxaline-2,3-dione and 24 mg (0.33 mmol) of sodium ethoxide (96%) in 0.5 mL of DMSO-d6 was kept at room temperature for 5 h. The red solution was added to 3 mL of water and acidified with 2 N HCl to pH =4. The precipitate was filtered, washed with water, and dried to leave a yellow solid (24 mg, 91%); mp 293-295° C.; 1H NMR (DMSO-d6), 1.239 (t, 3, J=7.0), 4.141 (q, 2, J=7.2), 7.152 (1, d, J=11.7), 11.975 (s, 1), 12.135 (s, 1)....